From a dataset of the Open Reaction Database (ORD), a public repository of structured organic reaction records. describe an organic reaction: reactants, conditions, products, and yield Starting materials: CN(C(CN1C=C(C2=CC(=CC=C12)OCC1=CC=CC=C1)C=CC(=O)OCC)=O)CCC1=CC=CC=C1 (N-methyl-N-phenethyl-2-[5-benzyloxy-3-(2-carbethoxyvinyl)indol-1-yl]acetamide), [H][H] (hydrogen). Reagents/catalysts: [Pd] (palladium on activated carbon). Run in C(C)O (ethanol). The product is CN(C(CN1C=C(C2=CC(=CC=C12)OCC1=CC=CC=C1)CCC(=O)OCC)=O)CCC1=CC=CC=C1 (N-methyl-N-phenethyl-2-[5-benzyloxy-3-(2-carbethoxyethyl)indol-1-yl]acetamide). Reaction SMILES: [CH3:1][N:2]([CH2:30][CH2:31][C:32]1[CH:37]=[CH:36][CH:35]=[CH:34][CH:33]=1)[C:3](=[O:29])[CH2:4][N:5]1[C:13]2[C:8](=[CH:9][C:10]([O:14][CH2:15][C:16]3[CH:21]=[CH:20][CH:19]=[CH:18][CH:17]=3)=[CH:11][CH:12]=2)[C:7]([CH:22]=[CH:23][C:24]([O:26][CH2:27][CH3:28])=[O:25])=[CH:6]1.[H][H]>[Pd].C(O)C>[CH3:1][N:2]([CH2:30][CH2:31][C:32]1[CH:33]=[CH:34][CH:35]=[CH:36][CH:37]=1)[C:3](=[O:29])[CH2:4][N:5]1[C:13]2[C:8](=[CH:9][C:10]([O:14][CH2:15][C:16]3[CH:21]=[CH:20][CH:19]=[CH:18][CH:17]=3)=[CH:11][CH:12]=2)[C:7]([CH2:22][CH2:23][C:24]([O:26][CH2:27][CH3:28])=[O:25])=[CH:6]1. Reported procedure: A mixture of 0.93 g of N-methyl-N-phenethyl-2-[5-benzyloxy-3-(2-carbethoxyvinyl)indol-1-yl]acetamide, 0.5 g of 10% palladium on activated carbon and 150 ml of ethanol is shaken under 40 psi of hydrogen on a Parr Apparatus for 40 minutes. The mixture is filtered to remove the catalysts and the filtrate is concentrated in vacuo. The residue is purified by dry column chromatography over silica gel eluting with a solvent system of ethyl acetate/hexane (2:1, v/v) to give N-methyl-N-phenethyl-2-[5-ben... The reactants are C1N(N2C=CCCC3=C2C1=CCC3)C(=O)O (6,7,8,9-tetrahydro-pyrazolo[4,5,1-jk][1]benzazepine-2-carboxylic acid), [OH-].[Na+] (sodium hydroxide), C(Cl)Cl (methylene chloride), NC1CN2CCC1CC2 (3-amino-quinuclidine). Run in S(=O)(Cl)Cl (thionyl chloride). Reaction conditions: temperature 20 celsius, time 18 hour. Yields the product Cl.N12CC(C(CC1)CC2)NC(=O)N2CC1=CCCC=3CCC=CN2C31 (N-(1-azabicyclo[2,2,2]oct-3-yl)-6,7,8,9-tetrahydropyrazolo[4,5,1-jk][1]benzazepine-2-carboxamide hydrochloride). Reaction SMILES: [CH2:1]1[C:10]2=[CH:11][CH2:12][CH2:13][C:8]3=[C:9]2[N:3]([CH:4]=[CH:5][CH2:6][CH2:7]3)[N:2]1[C:14]([OH:16])=O.[NH2:17][CH:18]1[CH:23]2[CH2:24][CH2:25][N:20]([CH2:21][CH2:22]2)[CH2:19]1.[OH-].[Na+].C(Cl)[Cl:29]>S(Cl)(Cl)=O>[ClH:29].[N:20]12[CH2:25][CH2:24][CH:23]([CH2:22][CH2:21]1)[CH:18]([NH:17][C:14]([N:2]1[N:3]3[C:9]4[C:10](=[CH:11][CH2:12][CH2:13][C:8]=4[CH2:7][CH2:6][CH:5]=[CH:4]3)[CH2:1]1)=[O:16])[CH2:19]2 |f:2.3,6.7|. Procedure: 0.75 g (3.5 mmol) of 6,7,8,9-tetrahydro-pyrazolo[4,5,1-jk][1]benzazepine-2-carboxylic acid were boiled for 3 hours in 12 ml of thionyl chloride. Access of thionyl chloride was then removed by distillation under reduced pressure. 10 ml of toluene were added, and distillation under reduced pressure was repeated. The residue was dissolved in 10 ml of acetonitrile, and 0.83 g (6.6 mmol) of 3-amino-quinuclidine were added. The mixture was stirred for 18 hours at 20° C., then shaken with 2N sodium hyd... Starting materials: FC1=C(C(=O)O)C=CC(=C1F)F (2,3,4-Trifluorobenzoic acid), C(CCC)C1=CC(=C(N)C=C1)F (4-butyl-2-fluoroaniline), [Li+].C[Si](C)(C)[N-][Si](C)(C)C (LiHMDS). The solvent is C1CCOC1 (THF). Yields the product C(CCC)C1=CC(=C(NC2=C(C(=O)O)C=CC(=C2F)F)C=C1)F (2-(4-butyl-2-fluoroanilino)-3,4-difluorobenzoic acid). The yield is 40.0%. As a reaction SMILES: F[C:2]1[C:10]([F:11])=[C:9]([F:12])[CH:8]=[CH:7][C:3]=1[C:4]([OH:6])=[O:5].[CH2:13]([C:17]1[CH:23]=[CH:22][C:20]([NH2:21])=[C:19]([F:24])[CH:18]=1)[CH2:14][CH2:15][CH3:16].[Li+].C[Si]([N-][Si](C)(C)C)(C)C>C1COCC1>[CH2:13]([C:17]1[CH:23]=[CH:22][C:20]([NH:21][C:2]2[C:10]([F:11])=[C:9]([F:12])[CH:8]=[CH:7][C:3]=2[C:4]([OH:6])=[O:5])=[C:19]([F:24])[CH:18]=1)[CH2:14][CH2:15][CH3:16] |f:2.3|. Procedure details: 2,3,4-Trifluorobenzoic acid and 4-butyl-2-fluoroaniline were reacted in the presence of LiHMDS solution in THF by the general procedure of Example 1, Step B, affording crude 2-(4-butyl-2-fluoroanilino)-3,4-difluorobenzoic acid after workup. The crude material was further purified by flash chromatography on silica (10% EtOAc/Hexane as eluant) to give the desired compound (40%). 1H NMR [400 MHz, CH30D] δ 7.86 (ddd, J=8.4, 5.8, 2.1 Hz, 1 H), 6.96–6.86 (m, 3 H), 6.78 (ddd, J=9.4, 9.4, 7.1 Hz, 1 H), ... Starting materials: CCOC(C)=O, O=C(OO)c1cccc(Cl)c1, ClCCl, Fc1ccc(-n2ncc3cnccc32)cc1, O. RXN SMILES: [CH3:31][CH2:32][O:33][C:34]([CH3:35])=[O:36].[Cl:17][c:18]1[cH:19][cH:20][cH:21][c:22]([C:23]([O:24][OH:26])=[O:25])[cH:27]1.[Cl:28][CH2:29][Cl:30].[F:1][c:2]1[cH:3][cH:4][c:5](-[n:8]2[n:9][cH:10][c:11]3[cH:12][n:13][cH:14][cH:15][c:16]23)[cH:6][cH:7]1.[OH2:37]>>[F:1][c:2]1[cH:3][cH:4][c:5](-[n:8]2[n:9][cH:10][c:11]3[cH:12][n+:13]([O-:25])[cH:14][cH:15][c:16]23)[cH:6][cH:7]1. Product: [O-][n+]1ccc2c(cnn2-c2ccc(F)cc2)c1. The reactants are CC(C(=O)NC=1N=C(N(C1C(=O)OCC)CC1=CC=C(C=C1)C1=C(C=CC=C1)C1=NN=NN1C(C1=CC=CC=C1)(C1=CC=CC=C1)C1=CC=CC=C1)CCC)=C (ethyl 4-[N-(2-methylacryloyl)amino]-2-n-propyl-1-[[2'-(N-triphenylmethyltetrazol-5-yl)biphenyl-4-yl]methyl]imidazole-5-carboxylate), Cl.C(C)O (HCl ethanol). Reaction conditions: temperature 90 celsius, time 4 hour. Yields the product CC(C(=O)NC=1N=C(N(C1C(=O)OCC)CC1=CC=C(C=C1)C1=C(C=CC=C1)C1=NN=NN1)CCC)=C (ethyl 4-[N-(2-methylacryloyl)amino]-2-n-propyl-1-[[2'-(tetrazol-5-yl)biphenyl-4-yl]methyl]-1H-imidazole-5-carboxylate). The yield is 42.2%. As a reaction SMILES: [CH3:1][C:2](=[CH2:56])[C:3]([NH:5][C:6]1[N:7]=[C:8]([CH2:53][CH2:54][CH3:55])[N:9]([CH2:16][C:17]2[CH:22]=[CH:21][C:20]([C:23]3[CH:28]=[CH:27][CH:26]=[CH:25][C:24]=3[C:29]3[N:33](C(C4C=CC=CC=4)(C4C=CC=CC=4)C4C=CC=CC=4)[N:32]=[N:31][N:30]=3)=[CH:19][CH:18]=2)[C:10]=1[C:11]([O:13][CH2:14][CH3:15])=[O:12])=[O:4].Cl.C(O)C>>[CH3:56][C:2](=[CH2:1])[C:3]([NH:5][C:6]1[N:7]=[C:8]([CH2:53][CH2:54][CH3:55])[N:9]([CH2:16][C:17]2[CH:22]=[CH:21][C:20]([C:23]3[CH:28]=[CH:27][CH:26]=[CH:25][C:24]=3[C:29]3[NH:30][N:31]=[N:32][N:33]=3)=[CH:19][CH:18]=2)[C:10]=1[C:11]([O:13][CH2:14][CH3:15])=[O:12])=[O:4] |f:1.2|. Procedure: To 250 mg of ethyl 4-[N-(2-methylacryloyl)amino]-2-n-propyl-1-[[2'-(N-triphenylmethyltetrazol-5-yl)biphenyl-4-yl]methyl]imidazole-5-carboxylate was added 10 mL of 2N-HCl-ethanol (1:1) and the mixture was stirred at an external temperature of 90° C. for 4 hours. The solvent was then distilled off under reduced pressure and the residue was purified by silica gel chromatography (chloroform-methanol=20:1) and recrystallized from acetonitrile to provide 71 mg of ethyl 4-[N-(2-methylacryloyl)amino]-2-... Starting materials: C(C)Br (ethyl bromide), [Mg] (magnesium), solution, C12(CC3CC(CC(C1)C3)C2)C(=O)OCCCC (n-butyl 1-adamantanecarboxylate). Run in O1CCCC1 (tetrahydrofuran). Reaction conditions: time 1 hour. Yields the product C(C)[Mg]Br.O1CCCC1 (ethylmagnesium bromide tetrahydrofuran). RXN SMILES: C([Br:3])C.[Mg:4].C12(C([O:17][CH2:18][CH2:19][CH2:20][CH3:21])=O)CC3CC(CC(C3)C1)C2>O1CCCC1>[CH2:20]([Mg:4][Br:3])[CH3:21].[O:17]1[CH2:18][CH2:19][CH2:20][CH2:21]1 |f:4.5|. Procedure: Initially, a 13% by weight ethylmagnesium bromide-tetrahydrofuran solution was prepared from ethyl bromide and metallic magnesium, and 61.51 g (0.060 mol) of the solution was placed in a flask. To this solution was added dropwise a solution of 4.76 g (0.02 mol) of n-butyl 1-adamantanecarboxylate in 7.21 g of tetrahydrofuran while maintaining the inner temperature not exceeding 35° C., followed by stirring at room temperature for 1 hour. The reactants are compound, CS(=O)(=O)OCCN1C=CC=2C=3N(C(=NC21)N)N=C(N3)C=3OC=CC3 (2-{5-amino-2-(furan-2-yl)-7H-pyrrolo[3,2-e][1,2,4]triazolo[1,5-c]pyrimidin-7-yl}ethyl methanesulfonate), FC1=C(C=CC(=C1)F)NCCCCN (N′-(2,4-difluorophenyl)butane-1,4-diamine). The product is NC1=NC2=C(C=3N1N=C(N3)C=3OC=CC3)C=CN2CCNCCCCNC2=C(C=C(C=C2)F)F (N1-(2-(5-amino-2-(furan-2-yl)-7H-pyrrolo[3,2-e][1,2,4]triazolo[1,5-c]pyrimidin-7-yl)ethyl)-N4-(2,4-difluorophenyl)butane-1,4-diamine). Conditions: temperature 110 celsius. The solvent is C(CCC)O.CN(C)C=O (n-butanol DMF). Procedure details: The title D compound of Example 1, 2-{5-amino-2-(furan-2-yl)-7H-pyrrolo[3,2-e][1,2,4]triazolo[1,5-c]pyrimidin-7-yl}ethyl methanesulfonate (20 mg, 0.06 mmol) and the title A compound, N′-(2,4-difluorophenyl)butane-1,4-diamine (22 mg, 0.12 mmol) are dissolved in 1 mL of n-butanol/DMF (1:1), to which solution is added 8 drops of DBU. The solution is heated at 110° C. for 1 h. The reaction is complete as indicated by TLC. The solvent is removed under vacuum and the residue is purified by flash chrom... The reagents and catalysts are C1CCC2=NCCCN2CC1 (DBU). RXN SMILES: CS(O[CH2:6][CH2:7][N:8]1[C:16]2[N:15]=[C:14]([NH2:17])[N:13]3[N:18]=[C:19]([C:21]4[O:22][CH:23]=[CH:24][CH:25]=4)[N:20]=[C:12]3[C:11]=2[CH:10]=[CH:9]1)(=O)=O.[F:26][C:27]1[CH:32]=[C:31]([F:33])[CH:30]=[CH:29][C:28]=1[NH:34][CH2:35][CH2:36][CH2:37][CH2:38][NH2:39]>C(O)CCC.CN(C=O)C.C1CCN2C(=NCCC2)CC1>[NH2:17][C:14]1[N:13]2[N:18]=[C:19]([C:21]3[O:22][CH:23]=[CH:24][CH:25]=3)[N:20]=[C:12]2[C:11]2[CH:10]=[CH:9][N:8]([CH2:7][CH2:6][NH:39][CH2:38][CH2:37][CH2:36][CH2:35][NH:34][C:28]3[CH:29]=[CH:30][C:31]([F:33])=[CH:32][C:27]=3[F:26])[C:16]=2[N:15]=1 |f:2.3|. As a reaction SMILES: [CH2:1]=[CH:2][C:3]#[N:4].[F:5][c:6]1[cH:7][cH:8][c:9]([C:12]2([CH:17]3[CH2:18][CH2:19][NH:20][CH2:21][CH2:22]3)[O:13][CH2:14][CH2:15][O:16]2)[cH:10][cH:11]1>>[CH2:1]([CH2:2][C:3]#[N:4])[N:20]1[CH2:19][CH2:18][CH:17]([C:12]2([c:9]3[cH:8][cH:7][c:6]([F:5])[cH:11][cH:10]3)[O:13][CH2:14][CH2:15][O:16]2)[CH2:22][CH2:21]1. Product: N#CCCN1CCC(C2(c3ccc(F)cc3)OCCO2)CC1. Reactants: C=CC#N, Fc1ccc(C2(C3CCNCC3)OCCO2)cc1. The reactants are O=C([O-])[O-], Cc1c[nH]c2ncc(B3OC(C)(C)C(C)(C)O3)cc12, Cc1ccccc1, CCO, CC(O)CNc1nccc(-c2cn(C(C)C)nc2I)n1, [Na+], [Na+], c1ccc(P(c2ccccc2)(c2ccccc2)[Pd](P(c2ccccc2)(c2ccccc2)c2ccccc2)(P(c2ccccc2)(c2ccccc2)c2ccccc2)P(c2ccccc2)(c2ccccc2)c2ccccc2)cc1. Yields the product Cc1c[nH]c2ncc(-c3nn(C(C)C)cc3-c3ccnc(NCC(C)O)n3)cc12. Reaction SMILES: [C:40](=[O:41])([O-:42])[O-:43].[CH3:21][c:22]1[cH:23][nH:24][c:25]2[n:26][cH:27][c:28]([B:31]3[O:32][C:33]([CH3:34])([CH3:35])[C:36]([CH3:37])([CH3:38])[O:39]3)[cH:29][c:30]12.[CH3:46][c:47]1[cH:48][cH:49][cH:50][cH:51][cH:52]1.[CH3:53][CH2:54][OH:55].[I:1][c:2]1[n:3][n:4]([CH:18]([CH3:19])[CH3:20])[cH:5][c:6]1-[c:7]1[n:8][c:9]([NH:13][CH2:14][CH:15]([CH3:16])[OH:17])[n:10][cH:11][cH:12]1.[Na+:44].[Na+:45].[cH:56]1[cH:57][cH:58][c:59]([P:60]([Pd:61]([P:62]([c:63]2[cH:64][cH:65][cH:66][cH:67][cH:68]2)([c:69]2[cH:70][cH:71][cH:72][cH:73][cH:74]2)[c:75]2[cH:76][cH:77][cH:78][cH:79][cH:80]2)([P:81]([c:82]2[cH:83][cH:84][cH:85][cH:86][cH:87]2)([c:88]2[cH:89][cH:90][cH:91][cH:92][cH:93]2)[c:94]2[cH:95][cH:96][cH:97][cH:98][cH:99]2)[P:100]([c:101]2[cH:102][cH:103][cH:104][cH:105][cH:106]2)([c:107]2[cH:108][cH:109][cH:110][cH:111][cH:112]2)[c:113]2[cH:114][cH:115][cH:116][cH:117][cH:118]2)([c:119]2[cH:120][cH:121][cH:122][cH:123][cH:124]2)[c:125]2[cH:126][cH:127][cH:128][cH:129][cH:130]2)[cH:131][cH:132]1>>[c:2]1(-[c:28]2[cH:27][n:26][c:25]3[nH:24][cH:23][c:22]([CH3:21])[c:30]3[cH:29]2)[n:3][n:4]([CH:18]([CH3:19])[CH3:20])[cH:5][c:6]1-[c:7]1[n:8][c:9]([NH:13][CH2:14][CH:15]([CH3:16])[OH:17])[n:10][cH:11][cH:12]1.